Dataset: the Open Reaction Database (ORD), a public repository of structured organic reaction records. Task: describe an organic reaction: reactants, conditions, products, and yield Reactants: O=C1CCC(=O)N1Br, CC#N, CSC(Cc1cnn(-c2c(Cl)cc(C(F)(F)F)cc2Cl)n1)SC, O. Product: O=CCc1cnn(-c2c(Cl)cc(C(F)(F)F)cc2Cl)n1. RXN SMILES: [Br:24][N:25]1[C:26](=[O:28])[CH2:29][CH2:30][C:31]1=[O:27].[CH3:33][C:34]#[N:35].[Cl:1][c:2]1[c:3](-[n:13]2[n:14][cH:15][c:16]([CH2:18][CH:19]([S:20][CH3:21])[S:22][CH3:23])[n:17]2)[c:4]([Cl:12])[cH:5][c:6]([C:8]([F:9])([F:10])[F:11])[cH:7]1.[OH2:32]>>[Cl:1][c:2]1[c:3](-[n:13]2[n:14][cH:15][c:16]([CH2:18][CH:19]=[O:27])[n:17]2)[c:4]([Cl:12])[cH:5][c:6]([C:8]([F:9])([F:10])[F:11])[cH:7]1. The reactants are ClC=1C=C(C=CC1Cl)CC(=O)N1CCNC2CCCC(C12)N1CCCC1 (2-(3,4-Dichlorophenyl)-1-[(4aRS,8SR,8aRS)-8-(pyrrolidin-1-yl)-perhydroquinoxalin-1-yl]-ethan-1-one), N1=C(C=CC=C1)C=O (Pyridine-2-carbaldehyde), [BH3-]C#N.[Na+] (NaBH3CN), C(=O)([O-])[O-].[Na+].[Na+] (Na2CO3). Solvent: CO (MeOH), C(C)(=O)O (acetic acid), CO (MeOH). Conditions: time 8 hour. Product: ClC=1C=C(C=CC1Cl)CC(=O)N1CCN(C2CCCC(C12)N1CCCC1)CC1=NC=CC=C1 (2-(3,4-dichlorophenyl)-1-{(4aRS,8SR,8aRS)-4-[(pyridin-2-yl)methyl]-8-(pyrrolidin-1-yl)perhydroquinoxalin-1-yl}ethan-1-one). RXN SMILES: [N:1]1[CH:6]=[CH:5][CH:4]=[CH:3][C:2]=1[CH:7]=O.[BH3-]C#N.[Na+].[Cl:13][C:14]1[CH:15]=[C:16]([CH2:21][C:22]([N:24]2[CH:33]3[CH:28]([CH2:29][CH2:30][CH2:31][CH:32]3[N:34]3[CH2:38][CH2:37][CH2:36][CH2:35]3)[NH:27][CH2:26][CH2:25]2)=[O:23])[CH:17]=[CH:18][C:19]=1[Cl:20].C([O-])([O-])=O.[Na+].[Na+]>CO.C(O)(=O)C>[Cl:13][C:14]1[CH:15]=[C:16]([CH2:21][C:22]([N:24]2[CH:33]3[CH:28]([CH2:29][CH2:30][CH2:31][CH:32]3[N:34]3[CH2:38][CH2:37][CH2:36][CH2:35]3)[N:27]([CH2:7][C:2]3[CH:3]=[CH:4][CH:5]=[CH:6][N:1]=3)[CH2:26][CH2:25]2)=[O:23])[CH:17]=[CH:18][C:19]=1[Cl:20] |f:1.2,4.5.6|. Procedure details: Pyridine-2-carbaldehyde (268 mg, 2.5 mmol) was dissolved in MeOH (5 ml) and NaBH3CN (157 mg, 2.5 mmol) was added. The pH was adjusted to 5 with concentrated acetic acid. 2-(3,4-Dichlorophenyl)-1-[(4aRS,8SR,8aRS)-8-(pyrrolidin-1-yl)-perhydroquinoxalin-1-yl]-ethan-1-one (98 mg, 0.25 mmol), dissolved in MeOH (15 ml), was then added to the mixture and the mixture was stirred at room temperature overnight. After addition of saturated Na2CO3 solution (15 ml), the mixture was stirred at room temperatur... Starting materials: C=1(O)C(O)=CC=CC1 (Catechol), BrCCOC (bromoethylmethylether), C([O-])([O-])=O.[K+].[K+] (potassium carbonate). Solvent: C(C)O (ethanol). Yields the product COCCOC1=C(C=CC=C1)O (2-(2-Methoxy-1-ethoxy)-phenol). As a reaction SMILES: [C:1]1([C:3](=[CH:5][CH:6]=[CH:7][CH:8]=1)[OH:4])[OH:2].Br[CH2:10][CH2:11][O:12][CH3:13].C(=O)([O-])[O-].[K+].[K+]>C(O)C>[CH3:13][O:12][CH2:11][CH2:10][O:2][C:1]1[CH:8]=[CH:7][CH:6]=[CH:5][C:3]=1[OH:4] |f:2.3.4|. Procedure details: Catechol (10.0 g, 91 mmol), bromoethylmethylether (12.6 g, 91 mmol), and potassium carbonate (12.6 g, 91 mmol) were mixed in ethanol (100 ml) and refluxed for 15 h. The solvent was evaporated and dichioromethane (200 ml) was added. The inorganics were filtered off and the solvent was removed in vacuum. Chromatography on silica gel with 0.5% methanol in dichloromethane as the eluent gave the title compound. Yield 4.5 g, 29%. The reactants are O=C(O)c1ccc(C(=O)c2ccccc2)o1, Cl, [K+], NN, [OH-], O, OCCO. Yields the product O=C(O)c1ccc(Cc2ccccc2)o1. RXN SMILES: [C:1]([c:2]1[cH:3][cH:4][cH:5][cH:6][cH:7]1)(=[O:8])[c:9]1[cH:10][cH:11][c:12]([C:14](=[O:15])[OH:16])[o:13]1.[ClH:21].[K+:20].[NH2:17][NH2:18].[OH-:19].[OH2:22].[OH:23][CH2:24][CH2:25][OH:26]>>[CH2:1]([c:2]1[cH:3][cH:4][cH:5][cH:6][cH:7]1)[c:9]1[cH:10][cH:11][c:12]([C:14](=[O:15])[OH:16])[o:13]1. Procedure details: Example 12 was prepared by coupling 3-[4-(5-methoxy-pyridin-3-yl)-[1,2,3]triazol-1-yl]-4-methyl-benzoic acid with N-[3-amino-2-methoxy-5-(1-methyl-cyclopropyl)-phenyl]-methanesulfonamide (U.S. Ser. No. 04/102,492) in the same manner as Example 1. ESI MS m/z 563 [C28H30N6O5S+H]+. Reaction SMILES: [CH3:1][O:2][C:3]1[CH:4]=[C:5]([C:9]2[N:10]=[N:11][N:12]([C:14]3[CH:15]=[C:16]([CH:20]=[CH:21][C:22]=3[CH3:23])[C:17](O)=[O:18])[CH:13]=2)[CH:6]=[N:7][CH:8]=1.[NH2:24][C:25]1[C:26]([O:40][CH3:41])=[C:27]([NH:35][S:36]([CH3:39])(=[O:38])=[O:37])[CH:28]=[C:29]([C:31]2([CH3:34])[CH2:33][CH2:32]2)[CH:30]=1>>[CH3:39][S:36]([NH:35][C:27]1[C:26]([O:40][CH3:41])=[C:25]([NH:24][C:17](=[O:18])[C:16]2[CH:20]=[CH:21][C:22]([CH3:23])=[C:14]([N:12]3[CH:13]=[C:9]([C:5]4[CH:6]=[N:7][CH:8]=[C:3]([O:2][CH3:1])[CH:4]=4)[N:10]=[N:11]3)[CH:15]=2)[CH:30]=[C:29]([C:31]2([CH3:34])[CH2:32][CH2:33]2)[CH:28]=1)(=[O:38])=[O:37]. Yields the product CS(=O)(=O)NC=1C(=C(C=C(C1)C1(CC1)C)NC(C1=CC(=C(C=C1)C)N1N=NC(=C1)C=1C=NC=C(C1)OC)=O)OC (N-[3-Methanesulfonylamino-2-methoxy-5-(1-methyl-cyclopropyl)-phenyl]-3-[4-(5-methoxy-pyridin-3-yl)-[1,2,3]triazol-1-yl]-4-methyl-benzamide). Starting materials: COC=1C=C(C=NC1)C=1N=NN(C1)C=1C=C(C(=O)O)C=CC1C (3-[4-(5-methoxy-pyridin-3-yl)-[1,2,3]triazol-1-yl]-4-methyl-benzoic acid), NC=1C(=C(C=C(C1)C1(CC1)C)NS(=O)(=O)C)OC (N-[3-amino-2-methoxy-5-(1-methyl-cyclopropyl)-phenyl]-methanesulfonamide). The reactants are C(#N)C=1N=CC2=C(N1)CN(C2)C(=O)OC(C)(C)C (tert-butyl 2-cyano-5,7-dihydro-6H-pyrrolo[3,4-d]pyrimidine-6-carboxylate). Solvent: FC(C(=O)O)(F)F (trifluoroacetic acid), ClCCl (dichloromethane). The product is N1=C(N=CC2=C1CNC2)C#N (6,7-dihydro-5H-pyrrolo[3,4-d]pyrimidine-2-carbonitrile). Reaction SMILES: [C:1]([C:3]1[N:4]=[CH:5][C:6]2[CH2:11][N:10](C(OC(C)(C)C)=O)[CH2:9][C:7]=2[N:8]=1)#[N:2]>FC(F)(F)C(O)=O.ClCCl>[N:8]1[C:7]2[CH2:9][NH:10][CH2:11][C:6]=2[CH:5]=[N:4][C:3]=1[C:1]#[N:2]. Procedure details: A solution of tert-butyl 2-cyano-5,7-dihydro-6H-pyrrolo[3,4-d]pyrimidine-6-carboxylate (150 mg) in trifluoroacetic acid and dichloromethane (1:1, 1 mL) was stirred for one h and evaporated. The residue was purified by flash column chromatography (silica, 0-4% methanol containing 10% ammonium hydroxide in dichloromethane) to yield 6,7-dihydro-5H-pyrrolo[3,4-d]pyrimidine-2-carbonitrile. The reactants are N[C@H](CCC(=O)[O-])C(=O)[O-] (D-glutamate), O=O (oxygen), N[C@H](CCC(=O)[O-])C(=O)[O-] (D-glutamate). Product: OO (hydrogen peroxide), N (ammonia), O=C(C(=O)[O-])CCC(=O)[O-] (2-oxoglutarate). Solvent: O (water). Reaction SMILES: [NH2:1][C@@H:2]([C:8]([O-:10])=[O:9])[CH2:3][CH2:4][C:5]([O-:7])=[O:6].[O:11]=[O:12]>O>[OH:11][OH:12].[NH3:1].[O:11]=[C:2]([CH2:3][CH2:4][C:5]([O-:7])=[O:6])[C:8]([O-:10])=[O:9]. Reported procedure: D-glutamate oxidase catalyzes the interaction of D-glutamate, water and oxygen to produce hydrogen peroxide, ammonia and 2-oxoglutarate; and The reactants are C(C1=CN=CC=C1)=O (nicotinaldehyde), N1CCNCC1 (piperazine), [C-]#N.[K+] (potassium cyanide). Solvent: CO (methanol), O (water), P(=O)([O-])([O-])[O-] (phosphate). Reaction conditions: time 48 hour. The product is N1=CC(=CC=C1)C(N1CCNCC1)C#N (4-(3-pyridylcyanomethyl)piperazine). Yield: 11.9%. RXN SMILES: [CH:1](=O)[C:2]1[CH:7]=[CH:6][CH:5]=[N:4][CH:3]=1.[NH:9]1[CH2:14][CH2:13][NH:12][CH2:11][CH2:10]1.[C-:15]#[N:16].[K+]>CO.O.P([O-])([O-])([O-])=O>[N:4]1[CH:5]=[CH:6][CH:7]=[C:2]([CH:1]([C:15]#[N:16])[N:9]2[CH2:14][CH2:13][NH:12][CH2:11][CH2:10]2)[CH:3]=1 |f:2.3|. Procedure details: A solution of nicotinaldehyde (5.1 ml, 54 mmol) in methanol (60 ml) was added to a stirred solution of piperazine (14.0 g, 160 mmol) and potassium cyanide (5.4 g, 83 mmol) in water (60 ml) and 1M phosphate buffer solution (pH 7.3: 60 ml). The reaction mixture was stirred for 48 h at ambient temperature and partitioned between water (80 ml) and ethyl acetate (2×100 ml). The organics were dried over anhydrous sodium sulphate, filtered and concentrated. Chromatography (silica gel: 2% methanol in DC...